This data is from the Open Reaction Database (ORD), a public repository of structured organic reaction records. The task is: describe an organic reaction: reactants, conditions, products, and yield Reported procedure: A solution of mercaptothiazoline sodium (4.50 g) in tetrahydrofuran (30 ml) is added to a refluxed solution of 2-(2-chlorophenyl)maleimide (3.00 g) in tetrahydrofuran (40 ml) and the mixture is refluxed for 10 minutes. After cooling, the reaction mixture is diluted using diluted hydrochloric acid and the solvent is distilled off. The residue is extracted with ethyl acetate and the extract is washed with water and dried over magnesium sulfate. The ethyl acetate is distilled off and the residue is... Yields the product ClC1=C(C=CC=C1)C1C(=O)NC(C1SC=1SCCN1)=O (2-(2-chlorophenyl)-3-(2-thiazolin-2-ylthio)succinimide). Isolated yield 29.6%. Reactants: Cl (hydrochloric acid), [Na].SC=1SCCN1 (mercaptothiazoline sodium), ClC1=C(C=CC=C1)C=1C(=O)NC(C1)=O (2-(2-chlorophenyl)maleimide). Solvent: O1CCCC1 (tetrahydrofuran), O1CCCC1 (tetrahydrofuran). RXN SMILES: [Na].[SH:2][C:3]1[S:4][CH2:5][CH2:6][N:7]=1.[Cl:8][C:9]1[CH:14]=[CH:13][CH:12]=[CH:11][C:10]=1[C:15]1[C:16]([NH:18][C:19](=[O:21])[CH:20]=1)=[O:17].Cl>O1CCCC1>[Cl:8][C:9]1[CH:14]=[CH:13][CH:12]=[CH:11][C:10]=1[CH:15]1[CH:20]([S:2][C:3]2[S:4][CH2:5][CH2:6][N:7]=2)[C:19](=[O:21])[NH:18][C:16]1=[O:17] |f:0.1,^1:0|. Starting materials: C(#N)/C(/C(=O)OCC)=C\C1=CC=CC=C1 ((E)-Ethyl 2-Cyano-3-phenyl-2-propenoate), [N+](=O)([O-])C(C)C (2-nitropropane), [O-]CC.[Na+] (sodium ethoxide), solution, [O-]CC.[Na+] (sodium ethoxide). Solvent: C(C)O (ethyl alcohol). Conditions: time 10 minute. Product: C(#N)C1(C(C1C1=CC=CC=C1)(C)C)C(=O)OCC (Ethyl 1-Cyano-2,2-dimethyl-3-phenylcyclopropanecarboxylate). The yield is 96.2%. RXN SMILES: [C:1](/[C:3](=[CH:9]\[C:10]1[CH:15]=[CH:14][CH:13]=[CH:12][CH:11]=1)/[C:4]([O:6][CH2:7][CH3:8])=[O:5])#[N:2].[N+]([CH:19]([CH3:21])[CH3:20])([O-])=O.[O-]CC.[Na+]>C(O)C>[C:1]([C:3]1([C:4]([O:6][CH2:7][CH3:8])=[O:5])[CH:9]([C:10]2[CH:11]=[CH:12][CH:13]=[CH:14][CH:15]=2)[C:19]1([CH3:21])[CH3:20])#[N:2] |f:2.3|. Procedure details: A mixture of 534 mg (2.65 mmoles) of cyanoester 1 (produced in accordance with Example I), 0.25 mL (2.78 mmoles) of 2-nitropropane, and 4.0 mL (2.60 mmoles of sodium ethoxide) of an 0.65M solution of sodium ethoxide (prepared from sodium metal and ethyl alcohol) in ethyl alcohol was stirred at room temperature for 10 minutes and subsequently heated at gentle reflux, protected from atmospheric moisture, for 3 hours. The product was isolated by cooling the mixture to room temperature, diluting it ... Starting materials: S(=O)(Cl)Cl (Thionyl chloride), ClC1=NC=C(C=C1)CO (2-chloro-5-hydroxymethylpyridine). Solvent: C(Cl)(Cl)Cl (chloroform), C(Cl)(Cl)Cl (chloroform). Yields the product ClC1=NC=C(C=C1)CCl (2-chloro-5-chloromethyl-pyridine). Reaction SMILES: S(Cl)([Cl:3])=O.[Cl:5][C:6]1[CH:11]=[CH:10][C:9]([CH2:12]O)=[CH:8][N:7]=1>C(Cl)(Cl)Cl>[Cl:5][C:6]1[CH:11]=[CH:10][C:9]([CH2:12][Cl:3])=[CH:8][N:7]=1. Procedure details: Thionyl chloride (14.6 ml, 0.2 mol) was added extremely carefully in dropwise manner to a rapidly stirred mixture of 2-chloro-5-hydroxymethylpyridine (18.6 g, 0.13 mol) and chloroform (150 ml) at ambient temperature (20° C.). After addition was complete the resulting mixture was heated under reflux for 12 hours. The reaction mixture was then allowed to cool to ambient temperature (20° C.) and chloroform was evaporated off under reduced pressure to give a brown oil. The product, 2-chloro-5-chloro...